From a dataset of the Open Reaction Database (ORD), a public repository of structured organic reaction records. describe an organic reaction: reactants, conditions, products, and yield Reactants: COc1cc2c(c(Br)c1OC)CCNCC2c1ccccc1, CCCCBr, CO, [K+], [OH-]. Product: CCCCN1CCc2c(cc(OC)c(OC)c2Br)C(c2ccccc2)C1. Reaction SMILES: [Br:1][c:2]1[c:3]([O:21][CH3:22])[c:4]([O:19][CH3:20])[cH:5][c:6]2[c:12]1[CH2:11][CH2:10][NH:9][CH2:8][CH:7]2[c:13]1[cH:14][cH:15][cH:16][cH:17][cH:18]1.[CH2:23]([CH2:24][CH2:25][CH3:26])[Br:27].[CH3:30][OH:31].[K+:29].[OH-:28]>>[Br:1][c:2]1[c:3]([O:21][CH3:22])[c:4]([O:19][CH3:20])[cH:5][c:6]2[c:12]1[CH2:11][CH2:10][N:9]([CH2:23][CH2:24][CH2:25][CH3:26])[CH2:8][CH:7]2[c:13]1[cH:14][cH:15][cH:16][cH:17][cH:18]1. Reactants: C(C1=CC=CC=C1)OC1=CC=C(CN2N=C(C(=C2)CCC(=O)OCC)OCC)C=C1 (ethyl 3-[1-(4-benzyloxybenzyl)-3-ethoxy-1H-pyrazol-4-yl]propionate). The reagents and catalysts are [C].[Pd] (palladium-carbon). The solvent is O1CCCC1 (tetrahydrofuran). Conditions: time 3 hour. Yields the product C(C)OC1=NN(C=C1CCC(=O)OCC)CC1=CC=C(C=C1)O (ethyl 3-[3-ethoxy-1-(4-hydroxybenzyl)-1H-pyrazol-4-yl]propionate). Yield: 85.9%. As a reaction SMILES: C([O:8][C:9]1[CH:30]=[CH:29][C:12]([CH2:13][N:14]2[CH:18]=[C:17]([CH2:19][CH2:20][C:21]([O:23][CH2:24][CH3:25])=[O:22])[C:16]([O:26][CH2:27][CH3:28])=[N:15]2)=[CH:11][CH:10]=1)C1C=CC=CC=1>[C].[Pd].O1CCCC1>[CH2:27]([O:26][C:16]1[C:17]([CH2:19][CH2:20][C:21]([O:23][CH2:24][CH3:25])=[O:22])=[CH:18][N:14]([CH2:13][C:12]2[CH:11]=[CH:10][C:9]([OH:8])=[CH:30][CH:29]=2)[N:15]=1)[CH3:28] |f:1.2|. Procedure: A mixture of ethyl 3-[1-(4-benzyloxybenzyl)-3-ethoxy-1H-pyrazol-4-yl]propionate (5.32 g), 5% palladium-carbon (3.45 g), and tetrahydrofuran (100 ml) was stirred for 3 hours at room temperature under a hydrogen atmosphere. After the palladium-carbon was removed by filtration, the filtrate was concentrated. The residue was subjected to silica gel column chromatography, and ethyl 3-[3-ethoxy-1-(4-hydroxybenzyl)-1H-pyrazol-4-yl]propionate (3.56 g, yield: 86%) was obtained as a colorless oily substan... Starting materials: C(C1=CC=CC=C1)OC(NC1=C(C(=C(C=C1)F)C(O)C1=CNC2=NC=C(C=C21)C#N)F)=O ({3-[(5-cyano-1H-pyrrolo[2,3-b]pyridin-3-yl)-hydroxy-methy]-2,4-difluoro-phenyl}-carbamic acid benzyl ester), CC(=O)OI1(C=2C=CC=CC2C(=O)O1)(OC(=O)C)OC(=O)C (Dess-Martin periodinane), C([O-])([O-])=O.[K+].[K+] (potassium carbonate), S(=S)(=O)([O-])[O-].[Na+].[Na+] (sodium thiosulfate). The solvent is O1CCCC1 (tetrahydrofuran). Run at time 1 hour. Product: C(C1=CC=CC=C1)OC(NC1=C(C(=C(C=C1)F)C(=O)C1=CNC2=NC=C(C=C21)C#N)F)=O ([3-(5-cyano-1H-pyrrolo[2,3-b]pyridine-3-carbonyl)-2,4-difluoro-phenyl]-carbamic acid benzyl ester). Isolated yield 78.8%. Reaction SMILES: [CH2:1]([O:8][C:9](=[O:32])[NH:10][C:11]1[CH:16]=[CH:15][C:14]([F:17])=[C:13]([CH:18]([C:20]2[C:28]3[C:23](=[N:24][CH:25]=[C:26]([C:29]#[N:30])[CH:27]=3)[NH:22][CH:21]=2)[OH:19])[C:12]=1[F:31])[C:2]1[CH:7]=[CH:6][CH:5]=[CH:4][CH:3]=1.CC(OI1(OC(C)=O)(OC(C)=O)OC(=O)C2C=CC=CC1=2)=O.C(=O)([O-])[O-].[K+].[K+].S([O-])([O-])(=O)=S.[Na+].[Na+]>O1CCCC1>[CH2:1]([O:8][C:9](=[O:32])[NH:10][C:11]1[CH:16]=[CH:15][C:14]([F:17])=[C:13]([C:18]([C:20]2[C:28]3[C:23](=[N:24][CH:25]=[C:26]([C:29]#[N:30])[CH:27]=3)[NH:22][CH:21]=2)=[O:19])[C:12]=1[F:31])[C:2]1[CH:3]=[CH:4][CH:5]=[CH:6][CH:7]=1 |f:2.3.4,5.6.7|. Procedure: Into a round bottom flask, {3-[(5-cyano-1H-pyrrolo[2,3-b]pyridin-3-yl)-hydroxy-methyl]-2,4-difluoro-phenyl}-carbamic acid benzyl ester (26, 3.79 g, 8.72 mmol), 20.00 mL of anhydrous tetrahydrofuran and Dess-Martin periodinane (4.44 g, 10.47 mmol) were added. The reaction mixture was stirred at room temperature for 1 hour, then poured into a mixture of 100 mL of 1 M potassium carbonate and 100 mL of 1 M sodium thiosulfate and extracted with 3×150 mL of ethyl acetate. The organic layers were combi... Starting materials: CC(C)c1nc2c(I)c[nH]c(=O)c2c2cc(Br)ccc12, C#CC(N)=O, [Cu]I, CN(C)C=O, c1ccc(P(c2ccccc2)(c2ccccc2)[Pd](P(c2ccccc2)(c2ccccc2)c2ccccc2)(P(c2ccccc2)(c2ccccc2)c2ccccc2)P(c2ccccc2)(c2ccccc2)c2ccccc2)cc1. The product is CC(C)c1nc2c(C#CC(N)=O)c[nH]c(=O)c2c2cc(Br)ccc12. As a reaction SMILES: [Br:1][c:2]1[cH:3][c:4]2[c:5]([c:6]([CH:16]([CH3:17])[CH3:18])[n:7][c:8]3[c:9]([I:15])[cH:10][nH:11][c:12](=[O:14])[c:13]23)[cH:19][cH:20]1.[C:21]([C:22]#[CH:23])(=[O:24])[NH2:25].[Cu:26][I:27].[O:105]=[CH:106][N:107]([CH3:108])[CH3:109].[cH:28]1[cH:29][cH:30][c:31]([P:32]([Pd:33]([P:34]([c:35]2[cH:36][cH:37][cH:38][cH:39][cH:40]2)([c:41]2[cH:42][cH:43][cH:44][cH:45][cH:46]2)[c:47]2[cH:48][cH:49][cH:50][cH:51][cH:52]2)([P:53]([c:54]2[cH:55][cH:56][cH:57][cH:58][cH:59]2)([c:60]2[cH:61][cH:62][cH:63][cH:64][cH:65]2)[c:66]2[cH:67][cH:68][cH:69][cH:70][cH:71]2)[P:72]([c:73]2[cH:74][cH:75][cH:76][cH:77][cH:78]2)([c:79]2[cH:80][cH:81][cH:82][cH:83][cH:84]2)[c:85]2[cH:86][cH:87][cH:88][cH:89][cH:90]2)([c:91]2[cH:92][cH:93][cH:94][cH:95][cH:96]2)[c:97]2[cH:98][cH:99][cH:100][cH:101][cH:102]2)[cH:103][cH:104]1>>[Br:1][c:2]1[cH:3][c:4]2[c:5]([c:6]([CH:16]([CH3:17])[CH3:18])[n:7][c:8]3[c:9]([C:23]#[C:22][C:21](=[O:24])[NH2:25])[cH:10][nH:11][c:12](=[O:14])[c:13]23)[cH:19][cH:20]1. The reactants are C1(CC1)N1CCN(CC1)C1=CC=C(N=N1)C=1C=C(C=CC1)N (3-[6-(4-cyclopropyl-piperazin-1-yl)-pyridazin-3-yl]-phenylamine), C1(CC1)C(=O)Cl (cyclopropanecarbonyl chloride). Yields the product C1(CC1)N1CCN(CC1)C1=CC=C(N=N1)C=1C=C(C=CC1)NC(=O)C1CC1 (Cyclopropanecarboxylic acid {3-[6-(4-cyclopropylpiperazin-1-yl)pyridazin-3-yl]phenyl}amide). As a reaction SMILES: [CH:1]1([N:4]2[CH2:9][CH2:8][N:7]([C:10]3[N:15]=[N:14][C:13]([C:16]4[CH:17]=[C:18]([NH2:22])[CH:19]=[CH:20][CH:21]=4)=[CH:12][CH:11]=3)[CH2:6][CH2:5]2)[CH2:3][CH2:2]1.[CH:23]1([C:26](Cl)=[O:27])[CH2:25][CH2:24]1>>[CH:1]1([N:4]2[CH2:5][CH2:6][N:7]([C:10]3[N:15]=[N:14][C:13]([C:16]4[CH:17]=[C:18]([NH:22][C:26]([CH:23]5[CH2:25][CH2:24]5)=[O:27])[CH:19]=[CH:20][CH:21]=4)=[CH:12][CH:11]=3)[CH2:8][CH2:9]2)[CH2:3][CH2:2]1. Procedure: The title compound was prepared by a similar procedure to that described in Example 170, starting from 3-[6-(4-cyclopropyl-piperazin-1-yl)-pyridazin-3-yl]-phenylamine and cyclopropanecarbonyl chloride. 1H NMR (300 MHz, CD3OD) δ 8.08 (d, 1H), 7.82 (d, 1H), 7.66-7.62 (m, 2H), 7.44-7.39 (m, 1H), 7.33 (d, 1H), 3.69-3.65 (m, 4H), 2.80-2.77 (m, 4H), 1.79-1.71 (m, 2H), 0.97-0.94 (m, 2H), 0.89-0.85 (m, 2H), 0.55-0.49 (m, 4H).